Dataset: the Open Reaction Database (ORD), a public repository of structured organic reaction records. Task: describe an organic reaction: reactants, conditions, products, and yield RXN SMILES: C[O:2][C:3]1[C:4]([CH3:20])=[C:5]2[C:16](=[CH:17][C:18]=1[CH3:19])[CH:8]1[NH:9][C:10]3[CH:11]=[CH:12][CH:13]=[CH:14][C:15]=3[CH:7]1[CH2:6]2.B(Br)(Br)Br.O>ClCCl.C(O)C>[OH:2][C:3]1[C:4]([CH3:20])=[C:5]2[C:16](=[CH:17][C:18]=1[CH3:19])[C@H:8]1[NH:9][C:10]3[CH:11]=[CH:12][CH:13]=[CH:14][C:15]=3[C@H:7]1[CH2:6]2. Yields the product OC=1C(=C2C[C@H]3[C@H](NC=4C=CC=CC34)C2=CC1C)C (cis-4b,5,9b,10-Tetrahydro-2-hydroxy-1,3-dimethylindeno[1,2-b]indole). Solvent: ClCCl (DCM), ClCCl (dichloromethane), C(C)O (ethanol). The reactants are B(Br)(Br)Br (boron tribromide), COC=1C(=C2CC3C(NC=4C=CC=CC34)C2=CC1C)C (4b,5,9b,10-tetrahydro-2-methoxy-1,3-dimethylindeno[1,2-b]indole), O (water). Run at temperature -78 celsius, time 30 minute. Reported procedure: Under anhydrous conditions, 4b,5,9b,10-tetrahydro-2-methoxy-1,3-dimethylindeno[1,2-b]indole (76 mg, 0.29 mmol) was dissolved in dry dichloromethane (DCM, 1 cm3) into which a small amount of ethanol had been added. The solution was cooled to -78° C., and a solution of boron tribromide in DCM (0.5 cm3 of 1M solution) added. The reaction was slowly warmed to room temperature, reaction occurring at 0° C. After 30 minutes at 10° C., water (1 cm3) was added cautiously, and the reaction stirred for 15 ...